Dataset: the Open Reaction Database (ORD), a public repository of structured organic reaction records. Task: describe an organic reaction: reactants, conditions, products, and yield Run in CS(=O)C (dimethylsulfoxide). The reactants are [OH-].[Na+] (NaOH), [F-].[K+] (potassium fluoride), FC(C(=O)OCCCl)(F)F (2-chloroethyl trifluoroacetate), FC(=C(F)F)F (tetrafluoroethylene). The yield is 47.0%. As a reaction SMILES: [F-:1].[K+].[F:3][C:4]([F:12])([F:11])[C:5]([O:7][CH2:8][CH2:9]Cl)=[O:6].[F:13][C:14]([F:18])=[C:15]([F:17])[F:16].[OH-].[Na+]>CS(C)=O>[F:3][C:4]([F:12])([F:11])[C:5]1([C:15]([F:17])([F:16])[C:14]([F:1])([F:18])[F:13])[O:7][CH2:8][CH2:9][O:6]1 |f:0.1,4.5|. Reported procedure: A mixture of 29.1 g (0.50 mol) of dry potassium fluoride' 88.3 g (0.50 mol) of 2-chloroethyl trifluoroacetate, 150 mL of dimethylsulfoxide, and 50 g (0.50 mol) of tetrafluoroethylene was shaken in a 400-mL metal tube at 75° for 18 h. Volatile products were transferred from the reaction mixture held at 43° (1.2 mm). These volatiles were stirred with 500 mL of 10% aqueous NaOH to remove unreacted ester and a small amount of dimethylsulfoxide, then fractionated to afford 61.6 g (47%) of 2-trifluoro... Conditions: time 18 hour. Product: FC(C1(OCCO1)C(C(F)(F)F)(F)F)(F)F (2-trifluoromethyl-2-pentafluoroethyl-1,3-dioxolane).